Dataset: the Open Reaction Database (ORD), a public repository of structured organic reaction records. Task: describe an organic reaction: reactants, conditions, products, and yield Procedure: The title compound, off-white solid (107 mg, 95%), MS (ISP) m/z=452.4 [(M+H)+], mp 188° C., was prepared in accordance with the general method of example 1 from trans-4-{2-[4-(2,3-dihydro-benzofuran-4-yl)-piperidin-1-yl]-ethyl}-cyclohexylamine dihydrochloride (intermediate B) (100 mg, 0.25 mmol) and 2-(3-methylisoxazol-5-yl)-acetic acid. The reactants are solid, Cl.Cl.O1CCC2=C1C=CC=C2C2CCN(CC2)CC[C@@H]2CC[C@H](CC2)N (trans-4-{2-[4-(2,3-dihydro-benzofuran-4-yl)-piperidin-1-yl]-ethyl}-cyclohexylamine dihydrochloride), Cl.Cl.O1CCC2=C1C=CC=C2C2CCN(CC2)CC[C@@H]2CC[C@H](CC2)N (trans-4-{2-[4-(2,3-dihydro-benzofuran-4-yl)-piperidin-1-yl]-ethyl}-cyclohexylamine dihydrochloride), CC1=NOC(=C1)CC(=O)O (2-(3-methylisoxazol-5-yl)-acetic acid). Product: O1CCC2=C1C=CC=C2C2CCN(CC2)CC[C@@H]2CC[C@H](CC2)NC(CC2=CC(=NO2)C)=O (trans-N-(4-{2-[4-(2,3-Dihydro-benzofuran-4-yl)-piperidin-1-yl]-ethyl}-cyclohexyl)-2-(3-methyl-isoxazol-5-yl)-acetamide). Reaction SMILES: Cl.Cl.[O:3]1[C:7]2[CH:8]=[CH:9][CH:10]=[C:11]([CH:12]3[CH2:17][CH2:16][N:15]([CH2:18][CH2:19][C@H:20]4[CH2:25][CH2:24][C@H:23]([NH2:26])[CH2:22][CH2:21]4)[CH2:14][CH2:13]3)[C:6]=2[CH2:5][CH2:4]1.[CH3:27][C:28]1[CH:32]=[C:31]([CH2:33][C:34](O)=[O:35])[O:30][N:29]=1>>[O:3]1[C:7]2[CH:8]=[CH:9][CH:10]=[C:11]([CH:12]3[CH2:17][CH2:16][N:15]([CH2:18][CH2:19][C@H:20]4[CH2:21][CH2:22][C@H:23]([NH:26][C:34](=[O:35])[CH2:33][C:31]5[O:30][N:29]=[C:28]([CH3:27])[CH:32]=5)[CH2:24][CH2:25]4)[CH2:14][CH2:13]3)[C:6]=2[CH2:5][CH2:4]1 |f:0.1.2|. Reactants: S1N=NC2=C1C(=CS2)C(=O)O (thieno[2,3-d]1,2,3-thiadiazole-6-carboxylic acid), ClC(C(Cl)(Cl)Cl)(Cl)Cl (hexachloroethane), C(CCC)[Li] (n-butyllithium), [Li+].CC(C)[N-]C(C)C (LDA). Run in O (water), O1CCCC1 (THF), O1CCCC1 (THF), O1CCCC1 (tetrahydrofuran). Conditions: temperature -20 celsius, time 20 minute. Product: ClC1=C(C2=C(N=NS2)S1)C(=O)O (5-chlorothieno[2,3-d]1,2,3-thiadiazole-6-carboxylic acid). The yield is 98.7%. RXN SMILES: C([Li])CCC.[Li+].CC([N-]C(C)C)C.[S:14]1[C:18]2[C:19]([C:22]([OH:24])=[O:23])=[CH:20][S:21][C:17]=2[N:16]=[N:15]1.[Cl:25]C(Cl)(Cl)C(Cl)(Cl)Cl>O1CCCC1.O>[Cl:25][C:20]1[S:21][C:17]2[N:16]=[N:15][S:14][C:18]=2[C:19]=1[C:22]([OH:24])=[O:23] |f:1.2|. Reported procedure: 79 ml (201.6 mmol) of n-butyllithium (1.6M in hexane) are added at -30° C., under nitrogen, to a solution of 20.4 g (201.6 mmol) of diusopropylamine in 200 ml of tetrahydrofuran (THF). After 20 minutes' stirring at -20° C., the LDA solution so prepared is added dropwise at -90° C., under nitrogen, by means of a capillary, to a suspension of 15.0 g (80.6 mmol) of thieno[2,3-d]1,2,3-thiadiazole-6-carboxylic acid in 150 ml of THF. After 90 minutes' stirring at -50° C., a solution of 42.0 g (177.2 m... The reactants are NC1=CC=C(C=C1)N1C2=C(NC(CC1=O)=O)C1=CC=CC=C1C=C2 (5-(4-aminophenyl)-1H-naphtho[1,2-b][1,4]diazepine-2,4(3H,5H)-dione), C(C1=CC=CC=C1)(=O)NC1=CC=C(C=C1)N1C2=C(NC(CC1=O)=O)C1=CC=CC=C1C=C2 (5-(4-Benzoylaminophenyl)-1H-naphtho[1,2-b][1,4]diazepine-2,4(3H,5H)-dione), ClC1=C(C(=O)Cl)C=CC(=C1)Cl (2,4-dichlorobenzoyl chloride). The product is ClC1=C(C(=O)NC2=CC=C(C=C2)N2C3=C(NC(CC2=O)=O)C2=CC=CC=C2C=C3)C=CC(=C1)Cl (5-[4-(2,4-Dichlorobenzoylamino)phenyl]-1H-naphtho[1,2-b][1,4]diazepine-2,4(3H,5H)-dione). Isolated yield 52.3%. As a reaction SMILES: [NH2:1][C:2]1[CH:7]=[CH:6][C:5]([N:8]2[C:14](=[O:15])[CH2:13][C:12](=[O:16])[NH:11][C:10]3[C:17]4[C:22]([CH:23]=[CH:24][C:9]2=3)=[CH:21][CH:20]=[CH:19][CH:18]=4)=[CH:4][CH:3]=1.[Cl:25][C:26]1[CH:34]=[C:33]([Cl:35])[CH:32]=[CH:31][C:27]=1[C:28](Cl)=[O:29].C(NC1C=CC(N2C(=O)CC(=O)NC3C4C(C=CC2=3)=CC=CC=4)=CC=1)(=O)C1C=CC=CC=1>>[Cl:25][C:26]1[CH:34]=[C:33]([Cl:35])[CH:32]=[CH:31][C:27]=1[C:28]([NH:1][C:2]1[CH:7]=[CH:6][C:5]([N:8]2[C:14](=[O:15])[CH2:13][C:12](=[O:16])[NH:11][C:10]3[C:17]4[C:22]([CH:23]=[CH:24][C:9]2=3)=[CH:21][CH:20]=[CH:19][CH:18]=4)=[CH:4][CH:3]=1)=[O:29]. Procedure: By using 5-(4-aminophenyl)-1H-naphtho[1,2-b][1,4]diazepine-2,4(3H,5H)-dione (25 mg, 0.078 mmol) obtained in Example 1, (3), and 2,4-dichlorobenzoyl chloride (25 mg, 0.118 mmol), the title compound (20 mg, yield 52%) was obtained as white crystals in the same manner as that of Example 1, (4). The reactants are COC(=O)CBr, Oc1cccc2c1cc(C1CC1)n2Cc1ccccc1, CN(C)C=O. Yields the product COC(=O)COc1cccc2c1cc(C1CC1)n2Cc1ccccc1. Reaction SMILES: [Br:21][CH2:22][C:23](=[O:24])[O:25][CH3:26].[CH:1]1([c:4]2[n:5]([CH2:14][c:15]3[cH:16][cH:17][cH:18][cH:19][cH:20]3)[c:6]3[cH:7][cH:8][cH:9][c:10]([OH:13])[c:11]3[cH:12]2)[CH2:2][CH2:3]1.[O:27]=[CH:28][N:29]([CH3:30])[CH3:31]>>[CH:1]1([c:4]2[n:5]([CH2:14][c:15]3[cH:16][cH:17][cH:18][cH:19][cH:20]3)[c:6]3[cH:7][cH:8][cH:9][c:10]([O:13][CH2:22][C:23](=[O:24])[O:25][CH3:26])[c:11]3[cH:12]2)[CH2:2][CH2:3]1. Reactants: CC1=C(N=C(N1)C=1C=C(C=CC1)C)C=O (5-methyl-2-m-tolyl-4-imidazolecarboxaldehyde), C(NN)(=O)OC (methyl carbazate). Reagents/catalysts: C(C)(=O)O (acetic acid). Solvent: C(Cl)Cl (methylene chloride). Product: CC1=C(N=C(N1)C=1C=C(C=CC1)C)C=NNC(=O)OC (3-[(5-methyl-2-m-tolyl-4-imidazolyl)methylene]-carbazic acid, methyl ester). Reaction SMILES: [CH3:1][C:2]1[NH:6][C:5]([C:7]2[CH:8]=[C:9]([CH3:13])[CH:10]=[CH:11][CH:12]=2)=[N:4][C:3]=1[CH:14]=O.[C:16]([O:20][CH3:21])(=[O:19])[NH:17][NH2:18]>C(O)(=O)C.C(Cl)Cl>[CH3:1][C:2]1[NH:6][C:5]([C:7]2[CH:8]=[C:9]([CH3:13])[CH:10]=[CH:11][CH:12]=2)=[N:4][C:3]=1[CH:14]=[N:18][NH:17][C:16]([O:20][CH3:21])=[O:19]. Procedure details: A mixture of 5-methyl-2-m-tolyl-4-imidazolecarboxaldehyde (6.9 l g, 0.034 mole), methyl carbazate (3.1 g, 0.034 mole). methylene chloride (70 ml) and acetic acid (1 drop) is refluxed for 1 hour. The precipitated white solid is collected by filtration to yield 7.1 g (0.026 mole), mp. 162°-164° C. The reactants are S(O)(O)(=O)=O (sulfuric acid), S(O)(O)(=O)=O (sulfuric acid), CC(C(OC)OC)=CC(OC)OC (2-methyl-1,1,4,4-tetramethoxybut-2-ene), C(=O)(O)[O-].[Na+] (NaHCO3). The solvent is O (water). The product is C/C(/C=O)=C\C(OC)OC ((E)-2-methyl-4,4-dimethoxybut-2-enal), CC(C=O)=CC=O (2-methylbut-2-ene-1,4-dial), CC=1C(OC(C1)OC)OC (3-methyl-2,5-dimethoxy-2,5-dihydrofuran). Yield: 18.8%. Reaction SMILES: S(=O)(=O)(O)O.[CH3:6][C:7](=[CH:13][CH:14]([O:17][CH3:18])[O:15][CH3:16])[CH:8]([O:11][CH3:12])[O:9]C.C([O-])(O)=O.[Na+]>O>[CH3:6]/[C:7](=[CH:13]\[CH:14]([O:17][CH3:18])[O:15][CH3:16])/[CH:8]=[O:9].[CH3:6][C:7](=[CH:13][CH:14]=[O:15])[CH:8]=[O:9].[CH3:6][C:7]1[CH:8]([O:11][CH3:12])[O:17][CH:14]([O:15][CH3:16])[CH:13]=1 |f:2.3|. Procedure details: A solution of 0.2 g of concentrated sulfuric acid and 1 g of water in 9.5 of 2-methyl-1,1,4,4-tetramethoxybut-2-ene was stirred for 0.5 h at RT. The sulfuric acid was neutralized with solid NaHCO3, after which the mixture was filtered. The filtrate was worked up by distillation in an Allihn apparatus (150° C./20 mbar), 0.8 g of residue and 4.8 g of distillate being obtained. Gas chromatographic analysis gave 55.6% of (E)-2-methyl-4,4-dimethoxybut-2-enal, 2.9% of 2-methylbut-2-ene-1,4-dial, 18.8%...